Dataset: the Open Reaction Database (ORD), a public repository of structured organic reaction records. Task: describe an organic reaction: reactants, conditions, products, and yield Starting materials: CCOC(=O)CC(=O)OCC, O=C([O-])CC(=O)[O-], CCOC(C)=O, [Cl-], [Cl-], [Cl-], O=C(O)C1(c2ccc(Cl)cc2)CCOC1, Cl, [Mg+2], O=S(Cl)Cl. Yields the product CCOC(=O)C(C(=O)OCC)C(=O)C1(c2ccc(Cl)cc2)CCOC1. Reaction SMILES: [C:20]([CH2:21][C:22](=[O:23])[O:24][CH2:25][CH3:26])(=[O:27])[O:28][CH2:29][CH3:30].[C:35]([O-:36])(=[O:37])[CH2:38][C:39]([O-:40])=[O:41].[CH3:43][CH2:44][O:45][C:46]([CH3:47])=[O:48].[Cl-:31].[Cl-:33].[Cl-:34].[Cl:1][c:2]1[cH:3][cH:4][c:5]([C:8]2([C:13](=[O:14])[OH:15])[CH2:9][O:10][CH2:11][CH2:12]2)[cH:6][cH:7]1.[ClH:42].[Mg+2:32].[S:16]([Cl:17])([Cl:18])=[O:19]>>[Cl:1][c:2]1[cH:3][cH:4][c:5]([C:8]2([C:13](=[O:15])[CH:21]([C:20](=[O:27])[O:28][CH2:29][CH3:30])[C:22](=[O:23])[O:24][CH2:25][CH3:26])[CH2:9][O:10][CH2:11][CH2:12]2)[cH:6][cH:7]1. Starting materials: C(C)(=O)O[C@H](CCCCN1C(=O)N(C=2N=C(N(C2C1=O)CC1=CC=CC=C1)CO)C)C ((S)-1-(5-acetoxyhexyl)-7-benzyl-8-hydroxymethyl-3-methylxanthine). Solvent: S(=O)(Cl)Cl (thionyl chloride). Reaction conditions: time 3 hour. Product: CN1C(NC(C=2NC=NC12)=O)=O (3-methylxanthine). Isolated yield 228.7%. RXN SMILES: C(O[C@@H](C)CCCC[N:10]1[C:19](=[O:20])[C:18]2[N:17](CC3C=CC=CC=3)[C:16](CO)=[N:15][C:14]=2[N:13]([CH3:30])[C:11]1=[O:12])(=O)C>S(Cl)(Cl)=O>[CH3:30][N:13]1[C:14]2[N:15]=[CH:16][NH:17][C:18]=2[C:19](=[O:20])[NH:10][C:11]1=[O:12]. Procedure: To a solution of thionyl chloride (100 ml) was added (S)-1-(5-acetoxyhexyl)-7-benzyl-8-hydroxymethyl-3-methylxanthine (9.8 g, 22.9 mmol). After stirring for 3 hours at room temperature, unreacted thionyl chloride was evaporated under reduced pressure. The residual oil was purled by flash chromatography on silica gel eluting with ethyl acetate-hexane (1:1) to afford (S)-1-(5-acetoxyhexyl)-7-benzyl-8-chloromethyl(-3-methylxanthine (8.7 g, 85% yield) as a colorless oil. Starting materials: C(C)(C)(C)OO (t-butyl hydroperoxide), ester, boric ester, CCN(CC)S(F)(F)F (DAST), FC=1C=C(C=C(C1OC(F)F)F)O (3,5-difluoro-4-difluoromethoxyphenol), Grignard reagent, BrC1=CC(=C(C(=C1)F)OC(F)F)F (4-bromo-2,6-difluoro-1-difluoromethoxybenzene), ester, OO (hydrogen peroxide), Grignard reagent, Grignard reagent, FC1=C(C(=CC=C1)F)O (2,6-difluorophenol), formic ester. The product is FC=1C=C(C=C(C1OC(F)F)F)O (3,5-difluoro-4-difluoromethoxyphenol), FC=1C=CC=C(C1OC(F)F)F (3,5-difluoro-4-difluoromethoxybenzene). RXN SMILES: FC1C=CC=C(F)C=1O.CCN(S(F)(F)F)CC.[F:19][C:20]1[CH:21]=[C:22]([OH:31])[CH:23]=[C:24]([F:30])[C:25]=1[O:26][CH:27]([F:29])[F:28].Br[C:33]1[CH:38]=[C:37]([F:39])[C:36]([O:40][CH:41]([F:43])[F:42])=[C:35]([F:44])[CH:34]=1.C(OO)(C)(C)C.OO>>[F:19][C:20]1[CH:21]=[C:22]([OH:31])[CH:23]=[C:24]([F:30])[C:25]=1[O:26][CH:27]([F:29])[F:28].[F:39][C:37]1[CH:38]=[CH:33][CH:34]=[C:35]([F:44])[C:36]=1[O:40][CH:41]([F:42])[F:43]. Reported procedure: Compound (251) can be prepared in the same manner as in Preparation Example 248, except for replacing 3-fluoro-4-difluoromethoxyphenol with 3,5-difluoro-4-difluoromethoxyphenol. The 3,5-difluoro-4-difluoromethoxyphenol can be obtained by converting 2,6-difluorophenol to a formic ester, fluorinating the ester with DAST, brominating the resulting 2,6-difluoro-1-difluoromethoxybenzene, preparing a Grignard reagent from the resulting 4-bromo-2,6-difluoro-1-difluoromethoxybenzene, and reacting the Gr... The reactants are CS(C)=O, CCOC(C)=O, ClCc1csc(C2CC2)n1, O=[Mn]=O. Reaction SMILES: [CH3:11][S:12](=[O:13])[CH3:14].[CH3:15][CH2:16][O:17][C:18]([CH3:19])=[O:20].[Cl:1][CH2:2][c:3]1[n:4][c:5]([CH:8]2[CH2:9][CH2:10]2)[s:6][cH:7]1.[O:21]=[Mn:22]=[O:23]>>[CH:2]([c:3]1[n:4][c:5]([CH:8]2[CH2:9][CH2:10]2)[s:6][cH:7]1)=[O:13]. Product: O=Cc1csc(C2CC2)n1. Procedure: The preparation of the title compound takes place starting from the compound of Example 66A in analogy to the synthesis of the compound of Example 71A. 11 mg (82% of theory) of the title compound are obtained. As a reaction SMILES: [Cl:1][C:2]1[CH:3]=[C:4]([N:8]2[C:12]([C:13]3[CH:18]=[CH:17][CH:16]=[C:15]([O:19][CH2:20][CH2:21][OH:22])[CH:14]=3)=[CH:11][C:10]([C:23]([O:25]CC)=[O:24])=[N:9]2)[CH:5]=[CH:6][CH:7]=1.ClC1C=C(N2C(C3C=C(F)C=C(Cl)C=3)=CC(C(O)=O)=N2)C=CC=1F>>[Cl:1][C:2]1[CH:3]=[C:4]([N:8]2[C:12]([C:13]3[CH:18]=[CH:17][CH:16]=[C:15]([O:19][CH2:20][CH2:21][OH:22])[CH:14]=3)=[CH:11][C:10]([C:23]([OH:25])=[O:24])=[N:9]2)[CH:5]=[CH:6][CH:7]=1. The product is ClC=1C=C(C=CC1)N1N=C(C=C1C1=CC(=CC=C1)OCCO)C(=O)O (1-(3-Chlorophenyl)-5-[3-(2-hydroxyethoxy)phenyl]-1H-pyrazole-3-carboxylic acid). The reactants are ClC=1C=C(C=CC1)N1N=C(C=C1C1=CC(=CC=C1)OCCO)C(=O)OCC (Ethyl 1-(3-chlorophenyl)-5-[3-(2-hydroxyethoxy)phenyl]-1H-pyrazole-3-carboxylate), ClC=1C=C(C=CC1F)N1N=C(C=C1C1=CC(=CC(=C1)F)Cl)C(=O)O (1-(3-Chloro-4-fluorophenyl)-5-(3-chloro-5-fluorophenyl)-1H-pyrazole-3-carboxylic acid).